From a dataset of the Open Reaction Database (ORD), a public repository of structured organic reaction records. describe an organic reaction: reactants, conditions, products, and yield The reactants are C1=C(C=CC2=CC=CC=C12)S(=O)(=O)N1[C@@H](C[C@H](C1)SC(C1=CC=CC=C1)(C1=CC=CC=C1)C1=CC=CC=C1)C(=O)O ((2S,4R)-1-(Naphthalene-2-sulfonyl)-4-tritylsulfanyl-pyrrolidine-2-carboxylic acid), C(C)(C)(C)OC(CNCCC1=CC=CC=C1)=O (phenethylamino-acetic acid tert-butyl ester), CCN=C=NCCCN(C)C (EDCI), C=1C=CC2=C(C1)N=NN2O (HOBT). The solvent is C1CCOC1 (THF). The product is C(C)(C)(C)OC(CN(CCC1=CC=CC=C1)C(=O)[C@H]1N(C[C@@H](C1)SC(C1=CC=CC=C1)(C1=CC=CC=C1)C1=CC=CC=C1)S(=O)(=O)C1=CC2=CC=CC=C2C=C1)=O ((2S,4R)-{[1-(Naphthalene-2-sulfonyl)-4-tritylsulfanyl-pyrrolidine-2-carbonyl]-phenethyl-amino}-acetic acid tert-butyl ester). Isolated yield 26.4%. RXN SMILES: [CH:1]1[C:10]2[C:5](=[CH:6][CH:7]=[CH:8][CH:9]=2)[CH:4]=[CH:3][C:2]=1[S:11]([N:14]1[CH2:18][C@H:17]([S:19][C:20]([C:33]2[CH:38]=[CH:37][CH:36]=[CH:35][CH:34]=2)([C:27]2[CH:32]=[CH:31][CH:30]=[CH:29][CH:28]=2)[C:21]2[CH:26]=[CH:25][CH:24]=[CH:23][CH:22]=2)[CH2:16][C@H:15]1[C:39](O)=[O:40])(=[O:13])=[O:12].[C:42]([O:46][C:47](=[O:58])[CH2:48][NH:49][CH2:50][CH2:51][C:52]1[CH:57]=[CH:56][CH:55]=[CH:54][CH:53]=1)([CH3:45])([CH3:44])[CH3:43].CCN=C=NCCCN(C)C.C1C=CC2N(O)N=NC=2C=1>C1COCC1>[C:42]([O:46][C:47](=[O:58])[CH2:48][N:49]([C:39]([C@@H:15]1[CH2:16][C@@H:17]([S:19][C:20]([C:21]2[CH:22]=[CH:23][CH:24]=[CH:25][CH:26]=2)([C:27]2[CH:32]=[CH:31][CH:30]=[CH:29][CH:28]=2)[C:33]2[CH:34]=[CH:35][CH:36]=[CH:37][CH:38]=2)[CH2:18][N:14]1[S:11]([C:2]1[CH:1]=[CH:10][C:5]2[C:4](=[CH:9][CH:8]=[CH:7][CH:6]=2)[CH:3]=1)(=[O:12])=[O:13])=[O:40])[CH2:50][CH2:51][C:52]1[CH:53]=[CH:54][CH:55]=[CH:56][CH:57]=1)([CH3:45])([CH3:43])[CH3:44]. Procedure details: A solution of 800 mg (1.38 mmol) (2S,4R)-1-(Naphthalene-2-sulfonyl)-4-tritylsulfanyl-pyrrolidine-2-carboxylic acid and 390 mg (1.66 mmol) crude phenethylamino-acetic acid tert-butyl ester in 14 ml THF was cooled to 0° C. and treated with 318 mg (1.66 mmol) EDCI and 19 mg (0.14 mmol) HOBT. The reaction was warmed up to RT over night and partitioned between aqueous 10% KHSO4/ethyl acetate (3×). The organic phases were washed with aqueous saturated NaHCO3 solution and dried over Na2SO4. Purificatio... Reaction SMILES: Cl[C:2]1[N:7]=[C:6]([OH:8])[CH:5]=[CH:4][CH:3]=1.[CH2:9]([NH2:16])[C:10]1[CH:15]=[CH:14][CH:13]=[CH:12][CH:11]=1>C(O)C>[CH2:9]([NH:16][C:2]1[N:7]=[C:6]([OH:8])[CH:5]=[CH:4][CH:3]=1)[C:10]1[CH:15]=[CH:14][CH:13]=[CH:12][CH:11]=1. Product: C(C1=CC=CC=C1)NC1=CC=CC(=N1)O (6-Benzylamino-2-hydroxypyridine). Reaction conditions: temperature 25 celsius. Procedure details: 6-Chloro-2-pyridinol (6.1 g, 0.047 mole) and 10.1 g (0.094 mole) of benzylamine were mixed and heated in an oil bath at 120°-130° for 48 hours. The liquid mass gradually solidified. The cooled mixture was boiled with 100 ml of 50% aqueous ethanol and cooled to 25° C.; the supernatant was decanted from a gum (which was saved), cooled to 5° C., decanted from black tar, and diluted with 50 ml of water. A grey, granular solid, m.p. 158°-162° C., crystallized. An additional quantity of the same mater... Run in C(C)O (ethanol). Reactants: ClC1=CC=CC(=N1)O (6-Chloro-2-pyridinol), C(C1=CC=CC=C1)N (benzylamine). Reported procedure: from 4-(trifluoromethyl)-DL-phenylalanine methyl ester and N-acetyl-D-thioproline δH (DMSO-d6) 8.56-8.12 (1 H, m,NH), 7.68-7.55 (2 H, m, ArH), 7.51-7.37 (2 H, m, ArH),4.85-4.15 (4 H, m, NCH2S and 2×α-CH), 3.40-2.65 (4 H, m,SCH2CH and CH2Ar),2.06 (s) and 2.04 (s) and 1.80(s) and 1.71 (s); together (3 H, COCH3); m/z (ESI, 60 V), 391 (MH+). Reaction SMILES: C[O:2][C:3](=[O:17])[CH:4]([CH2:6][C:7]1[CH:12]=[CH:11][C:10]([C:13]([F:16])([F:15])[F:14])=[CH:9][CH:8]=1)[NH2:5].[C:18]([N:21]1[CH2:28][S:27][CH2:26][C@@H:22]1[C:23]([OH:25])=[O:24])(=[O:20])[CH3:19]>>[C:18]([N:21]1[CH2:28][S:27][CH2:26][C@@H:22]1[C:23]([OH:25])=[O:24])(=[O:20])[CH3:19].[F:14][C:13]([F:15])([F:16])[C:10]1[CH:11]=[CH:12][C:7]([CH2:6][CH:4]([C:3]([OH:17])=[O:2])[NH2:5])=[CH:8][CH:9]=1 |f:2.3|. The reactants are COC(C(N)CC1=CC=C(C=C1)C(F)(F)F)=O (4-(trifluoromethyl)-DL-phenylalanine methyl ester), C(C)(=O)N1[C@@H](C(=O)O)CSC1 (N-acetyl-D-thioproline). Product: C(C)(=O)N1[C@@H](C(=O)O)CSC1.FC(C1=CC=C(CC(N)C(=O)O)C=C1)(F)F (N-Acetyl-D-thioproline 4-(trifluoromethyl)-DL-phenylalanine). The reactants are CC(=O)O, Cl, CCCn1nc(C(=O)OCC)cc1CCN1C(=O)c2ccccc2C1=O, O. Yields the product CCCn1nc(C(=O)O)cc1CCN1C(=O)c2ccccc2C1=O. As a reaction SMILES: [CH3:29][C:30](=[O:31])[OH:32].[ClH:28].[O:1]=[C:2]1[N:3]([CH2:12][CH2:13][c:14]2[cH:15][c:16]([C:22](=[O:23])[O:24][CH2:25][CH3:26])[n:17][n:18]2[CH2:19][CH2:20][CH3:21])[C:4](=[O:11])[c:5]2[cH:6][cH:7][cH:8][cH:9][c:10]21.[OH2:27]>>[O:1]=[C:2]1[N:3]([CH2:12][CH2:13][c:14]2[cH:15][c:16]([C:22](=[O:23])[OH:24])[n:17][n:18]2[CH2:19][CH2:20][CH3:21])[C:4](=[O:11])[c:5]2[cH:6][cH:7][cH:8][cH:9][c:10]21. Starting materials: ClC=1SC2=C(N1)C=CC(=C2)[N+](=O)[O-] (2-chloro-6-nitrobenzothiazole), N1(CCNCC1)C(=O)OCC1=CC=CC=C1 (benzyl 1-piperazinecarboxylate), C(=O)(O)[O-].[Na+] (NaHCO3). Run in CCO (EtOH). The product is C(C1=CC=CC=C1)OC(=O)N1CCN(CC1)C=1SC2=C(N1)C=CC(=C2)[N+](=O)[O-] (4-(6-Nitrobenzothiazol-2-yl)piperazine-1-carboxylic acid benzyl ester). Yield: 60.9%. Reaction SMILES: Cl[C:2]1[S:3][C:4]2[CH:10]=[C:9]([N+:11]([O-:13])=[O:12])[CH:8]=[CH:7][C:5]=2[N:6]=1.[N:14]1([C:20]([O:22][CH2:23][C:24]2[CH:29]=[CH:28][CH:27]=[CH:26][CH:25]=2)=[O:21])[CH2:19][CH2:18][NH:17][CH2:16][CH2:15]1.C([O-])(O)=O.[Na+]>CCO>[CH2:23]([O:22][C:20]([N:14]1[CH2:19][CH2:18][N:17]([C:2]2[S:3][C:4]3[CH:10]=[C:9]([N+:11]([O-:13])=[O:12])[CH:8]=[CH:7][C:5]=3[N:6]=2)[CH2:16][CH2:15]1)=[O:21])[C:24]1[CH:29]=[CH:28][CH:27]=[CH:26][CH:25]=1 |f:2.3|. Procedure: A mixture of 2-chloro-6-nitrobenzothiazole (1.00 g, 4.66 mmol), benzyl 1-piperazinecarboxylate (1.03 g, 4.66 mmol), and NaHCO3 (0.783 g, 9.32 mmol) in EtOH was heated at reflux temperature for 2 h, concentrated, and extracted with EtOAc. The combined extracts were dried over Na2SO4 and concentrated in vacuo to provide the title compound (1.13 g, 61%), characterized by NMR and mass spectral analyses. Reactants: ClC1=NC2=CC(=CC=C2C(=C1C#N)C1=CC=CC=C1)OC (2-chloro-7-methoxy-4-phenyl-quinoline-3-carbonitrile), N1CCCCC1 (piperidine). The product is COC1=CC=C2C(=C(C(=NC2=C1)N1CCCCC1)C#N)C1=CC=CC=C1 (7-Methoxy-4-phenyl-2-piperidin-1-yl-quinoline-3-carbonitrile). RXN SMILES: Cl[C:2]1[C:11]([C:12]#[N:13])=[C:10]([C:14]2[CH:19]=[CH:18][CH:17]=[CH:16][CH:15]=2)[C:9]2[C:4](=[CH:5][C:6]([O:20][CH3:21])=[CH:7][CH:8]=2)[N:3]=1.[NH:22]1[CH2:27][CH2:26][CH2:25][CH2:24][CH2:23]1>>[CH3:21][O:20][C:6]1[CH:5]=[C:4]2[C:9]([C:10]([C:14]3[CH:19]=[CH:18][CH:17]=[CH:16][CH:15]=3)=[C:11]([C:12]#[N:13])[C:2]([N:22]3[CH2:27][CH2:26][CH2:25][CH2:24][CH2:23]3)=[N:3]2)=[CH:8][CH:7]=1. Procedure: The title compound was prepared in analogy to example 27 step C from 2-chloro-7-methoxy-4-phenyl-quinoline-3-carbonitrile and piperidine. Light yellow solid. MS (ESI): 344.5 (M+H)+.